This data is from the Open Reaction Database (ORD), a public repository of structured organic reaction records. The task is: describe an organic reaction: reactants, conditions, products, and yield Reactants: Cl.N[C@H](C(=O)N1CSCC1)CC1=CC=CC=C1 ((S)-2-Amino-3-phenyl-1-thiazolidin-3-yl-propan-1-one hydrochloride), ClC=1C=C2C=C(NC2=CC1)C(=O)O (5-chloro-1H-indole-2-carboxylic acid). Product: C(C1=CC=CC=C1)[C@@H](C(N1CSCC1)=O)NC(=O)C=1NC2=CC=C(C=C2C1)Cl (5-Chloro-1H-indole-2-carboxylic acid ((1S)-benzyl-2-oxo-2-thiazolidin-3-yl-ethyl)-amide). Reaction SMILES: Cl.[NH2:2][C@@H:3]([CH2:11][C:12]1[CH:17]=[CH:16][CH:15]=[CH:14][CH:13]=1)[C:4]([N:6]1[CH2:10][CH2:9][S:8][CH2:7]1)=[O:5].[Cl:18][C:19]1[CH:20]=[C:21]2[C:25](=[CH:26][CH:27]=1)[NH:24][C:23]([C:28](O)=[O:29])=[CH:22]2>>[CH2:11]([C@H:3]([NH:2][C:28]([C:23]1[NH:24][C:25]2[C:21]([CH:22]=1)=[CH:20][C:19]([Cl:18])=[CH:27][CH:26]=2)=[O:29])[C:4](=[O:5])[N:6]1[CH2:10][CH2:9][S:8][CH2:7]1)[C:12]1[CH:17]=[CH:16][CH:15]=[CH:14][CH:13]=1 |f:0.1|. Reported procedure: (S)-2-Amino-3-phenyl-1-thiazolidin-3-yl-propan-1-one hydrochloride (2.6 mmol) and 5-chloro-1H-indole-2-carboxylic acid (2.6 mmol) were coupled according to Procedure A (0-25° C. reaction temperature, 96 hour reaction time, washed with acid first then base). The crude product was triturated with 1:1 ether-hexanes and dried. Yield 966 mg, 91%; HPLC (60/40) 7.99 minutes (97%); PBMS 414/416 (MH+, 100%); Starting materials: ClC(Cl)(Cl)Cl, N#Cc1ccc(CCO)cc1, BrP(Br)Br. The product is N#Cc1ccc(CCBr)cc1. As a reaction SMILES: [C:16]([Cl:17])([Cl:18])([Cl:19])[Cl:20].[C:5](#[N:6])[c:7]1[cH:8][cH:9][c:10]([CH2:11][CH2:12][OH:13])[cH:14][cH:15]1.[P:1]([Br:2])([Br:3])[Br:4]>>[Br:2][CH2:12][CH2:11][c:10]1[cH:9][cH:8][c:7]([C:5]#[N:6])[cH:15][cH:14]1. Reactants: ClC(c1ccccc1)(c1ccccc1)c1ccccc1, O=c1ccn(C2CC(O)C(CO)O2)c(=O)[nH]1, c1ccncc1. Yields the product O=c1ccn(C2CC(O)C(COC(c3ccccc3)(c3ccccc3)c3ccccc3)O2)c(=O)[nH]1. Reaction SMILES: [C:17]([c:18]1[cH:19][cH:20][cH:21][cH:22][cH:23]1)([c:24]1[cH:25][cH:26][cH:27][cH:28][cH:29]1)([c:30]1[cH:31][cH:32][cH:33][cH:34][cH:35]1)[Cl:36].[OH:1][CH2:2][CH:3]1[O:4][CH:5]([n:9]2[cH:10][cH:11][c:12](=[O:13])[nH:14][c:15]2=[O:16])[CH2:6][CH:7]1[OH:8].[cH:37]1[cH:38][cH:39][n:40][cH:41][cH:42]1>>[O:1]([CH2:2][CH:3]1[O:4][CH:5]([n:9]2[cH:10][cH:11][c:12](=[O:13])[nH:14][c:15]2=[O:16])[CH2:6][CH:7]1[OH:8])[C:17]([c:18]1[cH:19][cH:20][cH:21][cH:22][cH:23]1)([c:24]1[cH:25][cH:26][cH:27][cH:28][cH:29]1)[c:30]1[cH:31][cH:32][cH:33][cH:34][cH:35]1.